The task is: describe an organic reaction: reactants, conditions, products, and yield. This data is from the Open Reaction Database (ORD), a public repository of structured organic reaction records. Product: CCCCc1nc(C2CC2)c(-c2ccc3c(c2)CC(C)O3)c(=O)n1Cc1ccc(-c2ccccc2C#N)cc1. Reactants: CCCCc1nc(C2CC2)c(Br)c(=O)n1Cc1ccc(-c2ccccc2C#N)cc1, O=C([O-])[O-], C1COCCO1, CC1Cc2cc(B(O)O)ccc2O1, CCOC(C)=O, [Cs+], [Cs+]. As a reaction SMILES: [Br:1][c:2]1[c:3]([CH:28]2[CH2:29][CH2:30]2)[n:4][c:5]([CH2:24][CH2:25][CH2:26][CH3:27])[n:6]([CH2:9][c:10]2[cH:11][cH:12][c:13](-[c:16]3[c:17]([C:22]#[N:23])[cH:18][cH:19][cH:20][cH:21]3)[cH:14][cH:15]2)[c:7]1=[O:8].[C:44](=[O:45])([O-:46])[O-:47].[CH2:50]1[O:51][CH2:52][CH2:53][O:54][CH2:55]1.[CH3:31][CH:32]1[O:33][c:34]2[c:35]([cH:37][c:38]([B:41]([OH:42])[OH:43])[cH:39][cH:40]2)[CH2:36]1.[CH3:56][CH2:57][O:58][C:59](=[O:60])[CH3:61].[Cs+:48].[Cs+:49]>>[c:2]1(-[c:38]2[cH:37][c:35]3[c:34]([cH:40][cH:39]2)[O:33][CH:32]([CH3:31])[CH2:36]3)[c:3]([CH:28]2[CH2:29][CH2:30]2)[n:4][c:5]([CH2:24][CH2:25][CH2:26][CH3:27])[n:6]([CH2:9][c:10]2[cH:11][cH:12][c:13](-[c:16]3[c:17]([C:22]#[N:23])[cH:18][cH:19][cH:20][cH:21]3)[cH:14][cH:15]2)[c:7]1=[O:8]. Reactants: S1C=CC2=C1C=CC(=C2)C(C)(C2CC2)C2=CNC1=C(C=CC=C21)CSC (3-[1-(1-Benzothiophen-5-yl)-1-cyclopropylethyl]-7-[(methylsulfanyl)methyl]-1H-indole), ClC1=CC=C(C=C1)C(C)(C1CC1)C1=CNC2=C(C=CC=C12)CS(=O)(=O)C (3-[1-(4-Chlorophenyl)-1-cyclopropylethyl]-7-[(methylsulfonyl)methyl]-1H-indole). Product: S1C=CC2=C1C=CC(=C2)C(C)(C2CC2)C2=CNC1=C(C=CC=C21)CS(=O)(=O)C (3-[1-(1-Benzothiophen-5-yl)-1-cyclopropylethyl]-7-[(methylsulfonyl)methyl]-1H-indole). As a reaction SMILES: [S:1]1C2C=CC(C(C3C4C(=C(CSC)C=CC=4)NC=3)(C3CC3)C)=CC=2[CH:3]=[CH:2]1.Cl[C:28]1[CH:33]=[CH:32][C:31]([C:34]([C:39]2[C:47]3[C:42](=[C:43]([CH2:48][S:49]([CH3:52])(=[O:51])=[O:50])[CH:44]=[CH:45][CH:46]=3)[NH:41][CH:40]=2)([CH:36]2[CH2:38][CH2:37]2)[CH3:35])=[CH:30][CH:29]=1>>[S:1]1[C:28]2[CH:29]=[CH:30][C:31]([C:34]([C:39]3[C:47]4[C:42](=[C:43]([CH2:48][S:49]([CH3:52])(=[O:51])=[O:50])[CH:44]=[CH:45][CH:46]=4)[NH:41][CH:40]=3)([CH:36]3[CH2:37][CH2:38]3)[CH3:35])=[CH:32][C:33]=2[CH:3]=[CH:2]1. Procedure: The title compound was prepared starting from 237 mg (0.63 mmol) of the compound from Example 187 in analogy to the synthesis of the compound from Example 209. 144 mg (56% of theory) of the target compound were obtained. Starting materials: CC=1N=C(SC1C(=O)O)NC(C1=CC=CC=C1)(C1=CC=CC=C1)C1=CC=CC=C1 (4-methyl-2-tritylamino-5-thiazolecarboxylic acid), COC=1C=C(C=CC1OC)CCN (2-(3,4-dimethoxyphenyl)ethylamine), ON1N=NC2=C1C=CC=C2 (1-hydroxybenzotriazole), C1(CCCCC1)N=C=NC1CCCCC1 (dicyclohexylcarbodiimide). The solvent is CN(C=O)C (N,N-dimethylformamide). RXN SMILES: [CH3:1][C:2]1[N:3]=[C:4]([NH:10][C:11]([C:24]2[CH:29]=[CH:28][CH:27]=[CH:26][CH:25]=2)([C:18]2[CH:23]=[CH:22][CH:21]=[CH:20][CH:19]=2)[C:12]2[CH:17]=[CH:16][CH:15]=[CH:14][CH:13]=2)[S:5][C:6]=1[C:7](O)=[O:8].[CH3:30][O:31][C:32]1[CH:33]=[C:34]([CH2:40][CH2:41][NH2:42])[CH:35]=[CH:36][C:37]=1[O:38][CH3:39].ON1C2C=CC=CC=2N=N1.C1(N=C=NC2CCCCC2)CCCCC1>CN(C)C=O>[CH3:30][O:31][C:32]1[CH:33]=[C:34]([CH2:40][CH2:41][NH:42][C:7]([C:6]2[S:5][C:4]([NH:10][C:11]([C:18]3[CH:23]=[CH:22][CH:21]=[CH:20][CH:19]=3)([C:24]3[CH:25]=[CH:26][CH:27]=[CH:28][CH:29]=3)[C:12]3[CH:13]=[CH:14][CH:15]=[CH:16][CH:17]=3)=[N:3][C:2]=2[CH3:1])=[O:8])[CH:35]=[CH:36][C:37]=1[O:38][CH3:39]. Procedure details: To a mixture of 4-methyl-2-tritylamino-5-thiazolecarboxylic acid (7.2 g) and 2-(3,4-dimethoxyphenyl)ethylamine (3.26 g) in N,N-dimethylformamide (100 ml) were added 1-hydroxybenzotriazole (2.92 g) and dicyclohexylcarbodiimide (4.45 g) and the mixture was stirred at ambient temperature for 1 hour. After filtration, the filtrate was evaporated under reduced pressure. The residue was dissolved in chloroform-methanol (9:1 v/v, 20 ml), removed undissolved materials by filtration, and the filtrate was... Yields the product COC=1C=C(C=CC1OC)CCNC(=O)C1=C(N=C(S1)NC(C1=CC=CC=C1)(C1=CC=CC=C1)C1=CC=CC=C1)C (N-[2-(3,4-dimethoxyphenyl)ethyl]-4-methyl-2-tritylamino-5-thiazolecarboxamide). Isolated yield 85.4%. Conditions: time 1 hour. Reactants: C(C)(C)(C)OC(=O)N[C@H](C(=O)O)C1=CC=C(C=C1)O ((S)-tert-butoxycarbonylamino-(4-hydroxy-phenyl)-acetic acid), C([O-])([O-])=O.[K+].[K+] (potassium carbonate), C(C1=CC=CC=C1)Br (benzylbromide), O (water). The solvent is CN(C)C=O (DMF). Run at temperature 50 celsius, time 17 hour. Product: C(C1=CC=CC=C1)OC([C@@H](NC(=O)OC(C)(C)C)C1=CC=C(C=C1)OCC1=CC=CC=C1)=O ((S)-(4-Benzyloxy-phenyl)-tert-butoxycarbonylamino-acetic acid benzyl ester). Yield: 184.0%. As a reaction SMILES: [C:1]([O:5][C:6]([NH:8][C@@H:9]([C:13]1[CH:18]=[CH:17][C:16]([OH:19])=[CH:15][CH:14]=1)[C:10]([OH:12])=[O:11])=[O:7])([CH3:4])([CH3:3])[CH3:2].C(=O)([O-])[O-].[K+].[K+].[CH2:26](Br)[C:27]1[CH:32]=[CH:31][CH:30]=[CH:29][CH:28]=1.O>CN(C=O)C>[CH2:26]([O:11][C:10](=[O:12])[C@H:9]([C:13]1[CH:18]=[CH:17][C:16]([O:19][CH2:9][C:13]2[CH:18]=[CH:17][CH:16]=[CH:15][CH:14]=2)=[CH:15][CH:14]=1)[NH:8][C:6]([O:5][C:1]([CH3:4])([CH3:2])[CH3:3])=[O:7])[C:27]1[CH:32]=[CH:31][CH:30]=[CH:29][CH:28]=1 |f:1.2.3|. Procedure: To a solution of (S)-tert-butoxycarbonylamino-(4-hydroxy-phenyl)-acetic acid (32.03 g, 120 mmol) in DMF (300 ml) was added potassium carbonate (35 g, 252 mmol) and benzylbromide (30 ml, 252 mmol). The reaction mixture was stirred at 50° C. under a nitrogen atmosphere for 17 h. The mixture was poured into water (1l) and extracted with EtOAc (3×600 ml). The combined organic extracts were washed with water (3×600 ml), brine (600 ml), dried over magnesium sulfate, filtered and evaporated in vacuo to... The reactants are C(#N)CC(=O)O (Cyanoacetic acid), C=O (formaldehyde), O1CCOCC1 (dioxane), C1(CCCCC1)CC1CCNCC1 (4-cyclohexylmethylpiperidine). The solvent is O (water). Run at time 15 minute. Yields the product C1(CCCCC1)CC1CCN(CC1)CC(C#N)=C (2-[(4-Cyclohexylmethyl- 1-piperidyl)methyl]propenenitrile). RXN SMILES: [C:1]([CH2:3][C:4](O)=O)#[N:2].O1CCOC[CH2:8]1.[CH:13]1([CH2:19][CH:20]2[CH2:25][CH2:24][NH:23][CH2:22][CH2:21]2)[CH2:18][CH2:17][CH2:16][CH2:15][CH2:14]1.C=O>O>[CH:13]1([CH2:19][CH:20]2[CH2:21][CH2:22][N:23]([CH2:8][C:3](=[CH2:4])[C:1]#[N:2])[CH2:24][CH2:25]2)[CH2:14][CH2:15][CH2:16][CH2:17][CH2:18]1. Procedure details: Cyanoacetic acid (0.9 g., 0.01 mole) was dissolved in 6 ml. of dioxane and 1 ml. of water. In a 15 minute period, 4-cyclohexylmethylpiperidine (1.8 g., 0.01 mole) was added. After an additional 15 minutes, 37% aqueous formaldehyde (1.8 g., 0.02 mole) was dripped in over a two minute period. The reaction mixture was agitated twelve hours at 20°-25° C., extracted with 200 ml. of ether, water washed, dried over anhydrous sodium sulfate, filtered and stripped. A yield of 1.2 g. of high purity produc...